The task is: describe an organic reaction: reactants, conditions, products, and yield. This data is from the Open Reaction Database (ORD), a public repository of structured organic reaction records. Reactants: C(CC)[Si]1(CCC(CC1)=O)C1=CC=CC=C1 (4-propyl-4-phenyl-4-silacyclohexanone), ClC1=CC(=C(C(=C1)F)[Si](C)(C)C)F (4-chloro-2,6-difluorophenyltrimethylsilane), BrC1=CC(=C(C(=C1)F)C(=CF)F)F (4-bromo-2,6-difluoro-1-(1,2-difluorovinyl)benzene). The product is C(CC)[Si@@H]1CC[C@H](CC1)C1=CC(=C(C(=C1)F)C1=CC(=C(C(=C1)F)C(=CF)F)F)F (4'-(trans-4-n-propyl-4-silacyclohexyl)-2',6',3,5-tetrafluoro-4-(1,2-difluorovinyl)biphenyl). Reaction SMILES: C([Si:4]1([C:11]2[CH:16]=[CH:15]C=CC=2)[CH2:9][CH2:8][C:7](=O)[CH2:6][CH2:5]1)CC.Cl[C:18]1[CH:23]=[C:22]([F:24])[C:21]([Si](C)(C)C)=[C:20]([F:29])[CH:19]=1.Br[C:31]1[CH:36]=[C:35]([F:37])[C:34]([C:38]([F:41])=[CH:39][F:40])=[C:33]([F:42])[CH:32]=1>>[CH2:11]([Si@H:4]1[CH2:5][CH2:6][C@H:7]([C:18]2[CH:23]=[C:22]([F:24])[C:21]([C:31]3[CH:32]=[C:33]([F:42])[C:34]([C:38]([F:41])=[CH:39][F:40])=[C:35]([F:37])[CH:36]=3)=[C:20]([F:29])[CH:19]=2)[CH2:8][CH2:9]1)[CH2:16][CH3:15]. Procedure: The general procedure of Example 35 was repeated using 4-propyl-4-phenyl-4-silacyclohexanone instead of 4-pentyl-4-phenyl-4-silacyclohexanone, 4-chloro-2,6-difluorophenyltrimethylsilane instead of 4-chlorophenyltrimethylsilane, and 4-bromo-2,6-difluoro-1-(1,2-difluorovinyl)benzene instead of 4-bromo-2,6-difluoro-1-(2,2-difluorovinyloxy)benzene, thereby obtaining the intended compound. Starting materials: COC1=CC2=C(NC(CN(C2)C(C(F)(F)F)=O)=O)C=C1[N+](=O)[O-] (7-Methoxy-8-nitro-4-(2,2,2-trifluoro-acetyl)-1,3,4,5-tetrahydro-benzo[e][1,4]diazepin-2-one), [F-].[Cs+] (Cesium fluoride), C(C)Br (Ethyl bromide), C(C)#N (Acetonitrile). The reagents and catalysts are [I-].[Na+] (Sodium iodide). Run at temperature 45 celsius. Yields the product C(C)N1C(CN(CC2=C1C=C(C(=C2)OC)[N+](=O)[O-])C(C(F)(F)F)=O)=O (1-Ethyl-7-methoxy-8-nitro-4-(2,2,2-trifluoro-acetyl)-1,3,4,5-tetrahydro-benzo[e][1,4]diazepinone). Yield: 85.1%. As a reaction SMILES: [CH3:1][O:2][C:3]1[C:20]([N+:21]([O-:23])=[O:22])=[CH:19][C:6]2[NH:7][C:8](=[O:18])[CH2:9][N:10]([C:12](=[O:17])[C:13]([F:16])([F:15])[F:14])[CH2:11][C:5]=2[CH:4]=1.[F-].[Cs+].[CH2:26](Br)[CH3:27].C(#N)C>[I-].[Na+]>[CH2:26]([N:7]1[C:6]2[CH:19]=[C:20]([N+:21]([O-:23])=[O:22])[C:3]([O:2][CH3:1])=[CH:4][C:5]=2[CH2:11][N:10]([C:12](=[O:17])[C:13]([F:14])([F:15])[F:16])[CH2:9][C:8]1=[O:18])[CH3:27] |f:1.2,5.6|. Reported procedure: A mixture of 7-Methoxy-8-nitro-4-(2,2,2-trifluoro-acetyl)-1,3,4,5-tetrahydro-benzo[e][1,4]diazepin-2-one (0.640 g, 0.00192 mol), Cesium fluoride (0.580 g, 0.00382 mol), Ethyl bromide (0.860 mL, 0.0116 mol) and Sodium iodide (0.0014 g, 0.0000093 mol) in Acetonitrile (15.0 mL, 0.287 mol) was heated at 45° C. for 8 hr. The reaction was evaporated, taken up in DCM/water, separated, washed, dried and evaporated to give 1-Ethyl-7-methoxy-8-nitro-4-(2,2,2-trifluoro-acetyl)-1,3,4,5-tetrahydro-benzo[e][1...